From a dataset of the Open Reaction Database (ORD), a public repository of structured organic reaction records. describe an organic reaction: reactants, conditions, products, and yield Reactants: Cl, O=[N+]([O-])c1cc(Cl)c2scnc2c1, [Na+], [OH-]. The product is Nc1cc(Cl)c2scnc2c1. Reaction SMILES: [ClH:16].[N+:1]([O-:2])(=[O:3])[c:4]1[cH:5][c:6]([Cl:13])[c:7]2[c:8]([n:9][cH:10][s:11]2)[cH:12]1.[Na+:15].[OH-:14]>>[NH2:1][c:4]1[cH:5][c:6]([Cl:13])[c:7]2[c:8]([n:9][cH:10][s:11]2)[cH:12]1. Reactants: O1C(COC2=C3C=C(NC3=CC=C2)CO)C1 (4-(2,3-epoxypropoxy)-2-hydroxymethyl-indole), C(C(C)(C)C)(=O)Cl (pivaloyl chloride). Run in N1=CC=CC=C1 (pyridine). Product: O1C(COC2=C3C=C(NC3=CC=C2)COC(C(C)(C)C)=O)C1 (4-(2,3-epoxypropoxy)-2-pivaloyloxymethyl-indole). Reaction SMILES: [O:1]1[CH2:16][CH:2]1[CH2:3][O:4][C:5]1[CH:13]=[CH:12][CH:11]=[C:10]2[C:6]=1[CH:7]=[C:8]([CH2:14][OH:15])[NH:9]2.[C:17](Cl)(=[O:22])[C:18]([CH3:21])([CH3:20])[CH3:19]>N1C=CC=CC=1>[O:1]1[CH2:16][CH:2]1[CH2:3][O:4][C:5]1[CH:13]=[CH:12][CH:11]=[C:10]2[C:6]=1[CH:7]=[C:8]([CH2:14][O:15][C:17](=[O:22])[C:18]([CH3:21])([CH3:20])[CH3:19])[NH:9]2. Procedure: 11.5 g. 4-(2,3-epoxypropoxy)-2-hydroxymethyl-indole (see U.S. Pat. No. 3,705,907) were dissolved in 100 ml. pyridine. To this solution were added dropwise, while cooling to 0°-5° C., 6.5 g. (6.7 ml.) pivaloyl chloride. After an hour, the reaction mixture was poured on to ice and extracted with diethyl ether. The ethereal solution was successively washed with dilute sulfuric acid, aqueous sodium bicarbonate solution and water. After drying and treating with active charcoal, the solution was filte... Procedure details: A solution of 1-[2-methyl-7-(2,4,6-trimethyl-phenyl)-2H-indazol-3-yl]-ethanol (0.263 g, 0.893 mmol) and 4-toluenesulfonic acid hydrate (0.217 g, 1.14 mmol) in 10 mL of toluene was stirred at 103° C. for 16 h then allowed to cool. The yellow-orange solution was sequentially washed with 10 mL of a 10% aqueous NaOH solution and 10 mL of a saturated aqueous NaCl solution, dried over MgSO4, filtered, and concentrated to an orange oil. Column chromatography (20% EtOAc/hexanes) afforded 2-methyl-7-(2,4... Yields the product EtOAc hexanes, CN1N=C2C(=CC=CC2=C1C=C)C1=C(C=C(C=C1C)C)C (2-methyl-7-(2,4,6-trimethyl-phenyl)-3-vinyl-2H-indazole). As a reaction SMILES: [CH3:1][N:2]1[C:10]([CH:11](O)[CH3:12])=[C:9]2[C:4]([C:5]([C:14]3[C:19]([CH3:20])=[CH:18][C:17]([CH3:21])=[CH:16][C:15]=3[CH3:22])=[CH:6][CH:7]=[CH:8]2)=[N:3]1.O.C1(C)C=CC(S(O)(=O)=O)=CC=1>C1(C)C=CC=CC=1>[CH3:1][N:2]1[C:10]([CH:11]=[CH2:12])=[C:9]2[C:4]([C:5]([C:14]3[C:19]([CH3:20])=[CH:18][C:17]([CH3:21])=[CH:16][C:15]=3[CH3:22])=[CH:6][CH:7]=[CH:8]2)=[N:3]1 |f:1.2|. Run in C1(=CC=CC=C1)C (toluene). The reactants are CN1N=C2C(=CC=CC2=C1C(C)O)C1=C(C=C(C=C1C)C)C (1-[2-methyl-7-(2,4,6-trimethyl-phenyl)-2H-indazol-3-yl]-ethanol), O.C1(=CC=C(C=C1)S(=O)(=O)O)C (4-toluenesulfonic acid hydrate). Isolated yield 54.7%. Starting materials: CN1C(=NC2=C1C=C(C=C2)OC2=C(C=CC=C2)N2CCOCC2)COC2=CC=C(CC1C(NC(S1)=O)=O)C=C2 (5-{4-(1-methyl-6-[2-(morpholin-4-yl)phenoxy]-1H-benzimidazol-2-ylmethoxy)benzyl}thiazolidine-2,4-dione), Cl (hydrochloric acid). Run in O1CCOCC1 (1,4-dioxane). Run at time 90 minute. Yields the product Cl.Cl.CN1C(=NC2=C1C=C(C=C2)OC2=C(C=CC=C2)N2CCOCC2)COC2=CC=C(CC1C(NC(S1)=O)=O)C=C2 (5-{4-(1-Methyl-6-[2-(morpholin-4-yl)phenoxy]-1H-benzimidazol-2-ylmethoxy)benzyl}thiazolidine-2,4-dione dihydrochloride). As a reaction SMILES: [CH3:1][N:2]1[C:6]2[CH:7]=[C:8]([O:11][C:12]3[CH:17]=[CH:16][CH:15]=[CH:14][C:13]=3[N:18]3[CH2:23][CH2:22][O:21][CH2:20][CH2:19]3)[CH:9]=[CH:10][C:5]=2[N:4]=[C:3]1[CH2:24][O:25][C:26]1[CH:39]=[CH:38][C:29]([CH2:30][CH:31]2[S:35][C:34](=[O:36])[NH:33][C:32]2=[O:37])=[CH:28][CH:27]=1.[ClH:40]>O1CCOCC1>[ClH:40].[ClH:40].[CH3:1][N:2]1[C:6]2[CH:7]=[C:8]([O:11][C:12]3[CH:17]=[CH:16][CH:15]=[CH:14][C:13]=3[N:18]3[CH2:23][CH2:22][O:21][CH2:20][CH2:19]3)[CH:9]=[CH:10][C:5]=2[N:4]=[C:3]1[CH2:24][O:25][C:26]1[CH:39]=[CH:38][C:29]([CH2:30][CH:31]2[S:35][C:34](=[O:36])[NH:33][C:32]2=[O:37])=[CH:28][CH:27]=1 |f:3.4.5|. Procedure: 0.64 g of 5-{4-(1-methyl-6-[2-(morpholin-4-yl)phenoxy]-1H-benzimidazol-2-ylmethoxy)benzyl}thiazolidine-2,4-dione were dissolved in a mixture of 30 ml of concentrated hydrochloric acid and 30 ml of 1,4-dioxane. The resulting solution was stirred at room temperature for 90 minutes. The reaction mixture was evaporated to dryness, followed by the addition of ether. The insoluble product was collected by filtration and washed with ether, whereby 0.71 g of the title compound were obtained. Reactants: O=C([O-])[O-], COCCOC, COc1ccc(Cn2nc(I)c3c(Oc4ccc(NC(=O)C5CCN(C)C5=O)cc4F)ccnc32)cc1, CNC(=O)c1ccc(B(O)O)cc1, [Na+], [Na+], [Pd], c1ccc(P(c2ccccc2)c2ccccc2)cc1, c1ccc(P(c2ccccc2)c2ccccc2)cc1, c1ccc(P(c2ccccc2)c2ccccc2)cc1, c1ccc(P(c2ccccc2)c2ccccc2)cc1. Yields the product CNC(=O)c1ccc(-c2nn(Cc3ccc(OC)cc3)c3nccc(Oc4ccc(NC(=O)C5CCN(C)C5=O)cc4F)c23)cc1. Reaction SMILES: [C:51](=[O:52])([O-:53])[O-:54].[CH3:134][O:135][CH2:136][CH2:137][O:138][CH3:139].[CH3:1][O:2][c:3]1[cH:4][cH:5][c:6]([CH2:7][n:8]2[n:9][c:10]([I:35])[c:11]3[c:12]2[n:13][cH:14][cH:15][c:16]3[O:17][c:18]2[c:19]([F:34])[cH:20][c:21]([NH:24][C:25](=[O:26])[CH:27]3[C:28](=[O:33])[N:29]([CH3:32])[CH2:30][CH2:31]3)[cH:22][cH:23]2)[cH:36][cH:37]1.[CH3:38][NH:39][C:40](=[O:41])[c:42]1[cH:43][cH:44][c:45]([B:48]([OH:49])[OH:50])[cH:46][cH:47]1.[Na+:55].[Na+:56].[Pd:57].[c:115]1([P:116]([c:117]2[cH:118][cH:119][cH:120][cH:121][cH:122]2)[c:123]2[cH:124][cH:125][cH:126][cH:127][cH:128]2)[cH:129][cH:130][cH:131][cH:132][cH:133]1.[c:58]1([P:59]([c:60]2[cH:61][cH:62][cH:63][cH:64][cH:65]2)[c:66]2[cH:67][cH:68][cH:69][cH:70][cH:71]2)[cH:72][cH:73][cH:74][cH:75][cH:76]1.[c:77]1([P:78]([c:79]2[cH:80][cH:81][cH:82][cH:83][cH:84]2)[c:85]2[cH:86][cH:87][cH:88][cH:89][cH:90]2)[cH:91][cH:92][cH:93][cH:94][cH:95]1.[c:96]1([P:97]([c:98]2[cH:99][cH:100][cH:101][cH:102][cH:103]2)[c:104]2[cH:105][cH:106][cH:107][cH:108][cH:109]2)[cH:110][cH:111][cH:112][cH:113][cH:114]1>>[CH3:1][O:2][c:3]1[cH:4][cH:5][c:6]([CH2:7][n:8]2[n:9][c:10](-[c:45]3[cH:44][cH:43][c:42]([C:40]([NH:39][CH3:38])=[O:41])[cH:47][cH:46]3)[c:11]3[c:12]2[n:13][cH:14][cH:15][c:16]3[O:17][c:18]2[c:19]([F:34])[cH:20][c:21]([NH:24][C:25](=[O:26])[CH:27]3[C:28](=[O:33])[N:29]([CH3:32])[CH2:30][CH2:31]3)[cH:22][cH:23]2)[cH:36][cH:37]1.